This data is from the Open Reaction Database (ORD), a public repository of structured organic reaction records. The task is: describe an organic reaction: reactants, conditions, products, and yield The reactants are [I-].COC=1C=C(C=CC1)C12CC[N+](C2CCCC1)(C)C (hexahydro-3a-(m-methoxyphenyl)-1,1-dimethyl-indolinium iodide), [OH-].[Na+] (sodium hydroxide). Solvent: O (water), O (water). Reaction conditions: temperature 170 celsius. The product is COC=1C=C(C=CC1)C1(C=CCCC1)CCN(C)C (rac. 1-(m-methoxyphenyl)-N,N-dimethyl-2-cyclohexene-1-ethylamine). Reaction SMILES: [I-].[CH3:2][O:3][C:4]1[CH:5]=[C:6]([C:10]23[CH2:18][CH2:17][CH2:16][CH2:15][CH:14]2[N+:13]([CH3:20])([CH3:19])[CH2:12][CH2:11]3)[CH:7]=[CH:8][CH:9]=1.[OH-].[Na+]>O>[CH3:2][O:3][C:4]1[CH:5]=[C:6]([C:10]2([CH2:11][CH2:12][N:13]([CH3:20])[CH3:19])[CH2:18][CH2:17][CH2:16][CH:15]=[CH:14]2)[CH:7]=[CH:8][CH:9]=1 |f:0.1,2.3|. Procedure details: 1 g of hexahydro-3a-(m-methoxyphenyl)-1,1-dimethyl-indolinium iodide is dissolved in 40 ml of water. The solution is applied to a column containing 50 g of Amberlite IRA 400 (pre-treated with sodium hydroxide; washed with distilled water until neutral). Thereafter, the column is eluted with 500 ml of distilled water. After distillation of the water, the hexahydro-3a-(m-methoxyphenyl)-1,1-dimethyl-indolinium hydroxide remaining as the residue is heated at 170° C. in a distillation apparatus in a ... Starting materials: CC(=O)Nc1ccc(S(F)(F)(F)(F)F)cc1, CC(=O)O, O=[N+]([O-])O, O=S(=O)(O)O. Product: CC(=O)Nc1ccc(S(F)(F)(F)(F)F)cc1[N+](=O)[O-]. As a reaction SMILES: [C:1]([CH3:2])(=[O:3])[NH:4][c:5]1[cH:6][cH:7][c:8]([S:11]([F:12])([F:13])([F:14])([F:15])[F:16])[cH:9][cH:10]1.[CH3:26][C:27](=[O:28])[OH:29].[OH:17][N+:18]([O-:19])=[O:20].[S:21](=[O:22])(=[O:23])([OH:24])[OH:25]>>[C:1]([CH3:2])(=[O:3])[NH:4][c:5]1[c:6]([N+:18](=[O:17])[O-:19])[cH:7][c:8]([S:11]([F:12])([F:13])([F:14])([F:15])[F:16])[cH:9][cH:10]1. Starting materials: CCOC(=O)C1C2COC(=O)C21, C1CCOC1, Nc1ccc(-n2ccccc2=O)cc1F. The product is CCOC(=O)C1C(CO)C1C(=O)Nc1ccc(-n2ccccc2=O)cc1F. As a reaction SMILES: [CH2:16]([CH3:17])[O:18][C:19](=[O:20])[CH:21]1[CH:22]2[CH2:23][O:24][C:25](=[O:27])[CH:26]12.[CH2:28]1[O:29][CH2:30][CH2:31][CH2:32]1.[NH2:1][c:2]1[c:3]([F:15])[cH:4][c:5](-[n:8]2[c:9](=[O:14])[cH:10][cH:11][cH:12][cH:13]2)[cH:6][cH:7]1>>[NH:1]([c:2]1[c:3]([F:15])[cH:4][c:5](-[n:8]2[c:9](=[O:14])[cH:10][cH:11][cH:12][cH:13]2)[cH:6][cH:7]1)[C:23]([CH:22]1[CH:21]([C:19]([O:18][CH2:16][CH3:17])=[O:20])[CH:26]1[CH2:25][OH:27])=[O:24]. Reactants: C1OC=2C=C(C(=O)O)C=CC2O1 (3,4-methylenedioxybenzoic acid), N,N'-carbonyldiimidazole, NC1=NC2=NC(=CC=C2C=C1)Cl (2-amino-7-chloro-1,8-naphthyridine). Run in O (water), C(CC)O (1-propanol). Conditions: temperature 4 celsius. The product is ClC1=CC=C2C=CC(=NC2=N1)NC(C1=CC2=C(C=C1)OCO2)=O (N-(7-chloro-1,8-naphthyridin-2-yl)-3,4-methylenedioxybenzamide). Yield: 39.3%. As a reaction SMILES: [CH2:1]1[O:12][C:11]2[CH:10]=[CH:9][C:5]([C:6]([OH:8])=O)=[CH:4][C:3]=2[O:2]1.[NH2:13][C:14]1[CH:23]=[CH:22][C:21]2[C:16](=[N:17][C:18]([Cl:24])=[CH:19][CH:20]=2)[N:15]=1>O.C(O)CC>[Cl:24][C:18]1[N:17]=[C:16]2[C:21]([CH:22]=[CH:23][C:14]([NH:13][C:6](=[O:8])[C:5]3[CH:9]=[CH:10][C:11]4[O:12][CH2:1][O:2][C:3]=4[CH:4]=3)=[N:15]2)=[CH:20][CH:19]=1. Reported procedure: The procedure is similar to that described in Example 1, but starting with 3,4-methylenedioxybenzoic acid (16.6 g), N,N'-carbonyldiimidazole (16.2 g) and 2-amino-7-chloro-1,8-naphthyridine (11.7 g). The product produced by precipitation in water (15.7 g; m.p. 256° C.) is dissolved in 1-propanol (1000 cc). After 16 hours' cooling at 4° C., the crystallised solid is separated by filtration, washed with 1-propanol (3×20 cc) and dried at 40° C. under reduced pressure (0.067 kPa). N-(7-chloro-1,8-nap... Starting materials: CS(=O)C (DMSO), [OH-].[K+] (KOH), ( b ), C(CCC)S(=O)(=O)CCCC1C(CCCCCCCCCC1)=O (2-(3-n-butylsulfonyl-prop-1-yl)-cyclododecanone). Solvent: C1(=CC=CC=C1)C (toluene). Product: C12=CCCCCCCCCCC2=CCC1 (Bicyclo[10.3.0]pentadeca-1,12-diene). Isolated yield 84.0%. As a reaction SMILES: C(S([CH2:8][CH2:9][CH2:10][CH:11]1[CH2:22][CH2:21][CH2:20][CH2:19][CH2:18][CH2:17][CH2:16][CH2:15][CH2:14][CH2:13][C:12]1=O)(=O)=O)CCC.[OH-].[K+].CS(C)=O>C1(C)C=CC=CC=1>[C:11]12[CH2:10][CH2:9][CH:8]=[C:12]1[CH2:13][CH2:14][CH2:15][CH2:16][CH2:17][CH2:18][CH2:19][CH2:20][CH2:21][CH:22]=2 |f:1.2|. Reported procedure: 10 g (0.029 mole) of 2-(3-n-butylsulfonyl-prop-1-yl)-cyclododecanone in 40 ml of toluene were heated to reflux for 30 min. in the presence of powdered KOH, in accordance with the process of Example 1, letter (b). After addition of 6 ml of DMSO, heating to reflux for 12 further hours and usual treatments of extraction and distillation as previously described, the desired title compound was isolated in a 84% yield.